From a dataset of the Open Reaction Database (ORD), a public repository of structured organic reaction records. describe an organic reaction: reactants, conditions, products, and yield Reactants: Br.BrCCCN (3-bromo-propylamine hydrobromide), tetrahydropyridines, C1(=CC=CC=C1)C1=NC=CC=C1C1=CC=CC=C1 (2,3-diphenyl pyridine), C1(=CC=CC=C1)CC(=O)CC1=CC=CC=C1 (1,3-diphenylacetone), ketone, pyridines, C1(=CC=CC=C1)C1=NC=CC=C1C1=CC=CC=C1 (2,3-diphenyl pyridine), C1(=CC=CC=C1)C(=O)CC1=CC=CC=C1 (desoxybenzoin), C(C)OC(C=CN(C)C)OCC (3,3-diethoxy-1-dimethylamino-1-propene), C1(=CC=CC=C1)C(=O)CC1=CC=CC=C1 (desoxybenzoin), C(C1=CC=CC=C1)C1=NC=CC=C1C1=CC=CC=C1 (2-benzyl-3-phenyl pyridine), enamine. Reagents/catalysts: [Pd] (palladium). Solvent: CN(C=O)C (dimethyl formamide). Yields the product CN(C=CC=C(C(=O)C1=CC=CC=C1)C1=CC=CC=C1)C (5-dimethylamino-1,2-diphenyl-2,4-pentadien-1-one). Reaction SMILES: C1(C2C(C3C=CC=CC=3)=CC=CN=2)C=CC=CC=1.[C:19]1([C:25]([CH2:27][C:28]2[CH:33]=[CH:32][CH:31]=[CH:30][CH:29]=2)=[O:26])[CH:24]=[CH:23][CH:22]=[CH:21][CH:20]=1.C(C1C(C2C=CC=CC=2)=CC=CN=1)C1C=CC=CC=1.C1(CC(CC2C=CC=CC=2)=O)C=CC=CC=1.Br.BrCCCN.C(O[CH:78](OCC)[CH:79]=[CH:80][N:81]([CH3:83])[CH3:82])C>CN(C)C=O.[Pd]>[CH3:82][N:81]([CH3:83])[CH:80]=[CH:79][CH:78]=[C:27]([C:28]1[CH:29]=[CH:30][CH:31]=[CH:32][CH:33]=1)[C:25]([C:19]1[CH:20]=[CH:21][CH:22]=[CH:23][CH:24]=1)=[O:26] |f:4.5|. Reported procedure: It is known to produce pyridines having aromatic substituents in the 2- and 3-positions from ketones, namely, 2,3-diphenyl pyridine from desoxybenzoin and 2-benzyl-3-phenyl pyridine from 1,3-diphenylacetone. The ketone for this purpose is first converted to the enamine, this reacted with 3-bromo-propylamine hydrobromide in dimethyl formamide to the tetrahydropyridines and these finally dehydrogenated in the presence of palladium catalyst to the pyridines (Org. Chem. Vol. 28 (1963) pages 3468 to ... Reactants: NC1CCN(CC1)CCN1C(C=NC2=CC=C(C=C12)OC)=O (1-(2-(4-aminopiperidin-1-yl)ethyl)-7-methoxyquinoxalin-2(1H)-one), COC1=CC(=CC2=C1OCCO2)C=O (8-methoxy-2,3-dihydro-1,4-benzodioxin-6-carbaldehyde), C(O)([O-])=O.[Na+] (sodium hydrogen carbonate), C(C)(=O)O[BH-](OC(C)=O)OC(C)=O.[Na+] (sodium triacetoxyborohydride). The solvent is C(C)(=O)O (acetic acid), C(Cl)(Cl)Cl (chloroform). Run at time 1 hour. The product is COC1=CC=C2N=CC(N(C2=C1)CCN1CCC(CC1)NCC1=CC2=C(OCCO2)C(=C1)OC)=O (7-methoxy-1-(2-(4-((8-methoxy-2,3-dihydro-1,4-benzodioxin-6-yl)methylamino)piperidin-1-yl)ethyl)quinoxalin-2(1H)-one). Isolated yield 51.8%. RXN SMILES: [NH2:1][CH:2]1[CH2:7][CH2:6][N:5]([CH2:8][CH2:9][N:10]2[C:19]3[C:14](=[CH:15][CH:16]=[C:17]([O:20][CH3:21])[CH:18]=3)[N:13]=[CH:12][C:11]2=[O:22])[CH2:4][CH2:3]1.[CH3:23][O:24][C:25]1[C:30]2[O:31][CH2:32][CH2:33][O:34][C:29]=2[CH:28]=[C:27]([CH:35]=O)[CH:26]=1.C(O[BH-](OC(=O)C)OC(=O)C)(=O)C.[Na+].C(=O)([O-])O.[Na+]>C(O)(=O)C.C(Cl)(Cl)Cl>[CH3:21][O:20][C:17]1[CH:18]=[C:19]2[C:14]([N:13]=[CH:12][C:11](=[O:22])[N:10]2[CH2:9][CH2:8][N:5]2[CH2:4][CH2:3][CH:2]([NH:1][CH2:35][C:27]3[CH:26]=[C:25]([O:24][CH3:23])[C:30]4[O:31][CH2:32][CH2:33][O:34][C:29]=4[CH:28]=3)[CH2:7][CH2:6]2)=[CH:15][CH:16]=1 |f:2.3,4.5|. Reported procedure: To 10 mL of a chloroform solution containing 598 mg of 1-(2-(4-aminopiperidin-1-yl)ethyl)-7-methoxyquinoxalin-2(1H)-one and 384 mg of 8-methoxy-2,3-dihydro-1,4-benzodioxin-6-carbaldehyde, 113 μL of acetic acid was added, and stirred at room temperature for 1 hour. To the reaction mixture, 639 mg of sodium triacetoxyborohydride was added, and stirred for 2 hours. To the reaction mixture, aqueous saturated sodium hydrogen carbonate solution was added, and the solvent was removed under reduced pres... The reactants are Cl (hydrochloric acid), CO (methanol), [OH-].[Na+] (sodium hydroxide), COC1=CC(=CC2=C1C(C1=C(CC2)C=CC=C1)=O)CC(=O)OCC (Ethyl 4-methoxy-10,11-dihydro-5-oxo-5H-dibenzo[a,d]cyclohepten-2-acetate). The solvent is O (water). Yields the product COC1=CC(=CC2=C1C(C1=C(CC2)C=CC=C1)=O)CC(=O)O (4-methoxy-10,11-dihydro-5-oxo-5H-dibenzo[a,d]cyclohepten-2-yl acetic acid). RXN SMILES: [CH3:1][O:2][C:3]1[C:8]2[C:9](=[O:18])[C:10]3[CH:17]=[CH:16][CH:15]=[CH:14][C:11]=3[CH2:12][CH2:13][C:7]=2[CH:6]=[C:5]([CH2:19][C:20]([O:22]CC)=[O:21])[CH:4]=1.CO.[OH-].[Na+].Cl>O>[CH3:1][O:2][C:3]1[C:8]2[C:9](=[O:18])[C:10]3[CH:17]=[CH:16][CH:15]=[CH:14][C:11]=3[CH2:12][CH2:13][C:7]=2[CH:6]=[C:5]([CH2:19][C:20]([OH:22])=[O:21])[CH:4]=1 |f:2.3|. Reported procedure: Ethyl 4-methoxy-10,11-dihydro-5-oxo-5H-dibenzo[a,d]cyclohepten-2-acetate is refluxed in water (20 ml) and methanol (5 ml) containing sodium hydroxide (0.5 g) for 2 hours. The solution is cooled, acidified with 2 N hydrochloric acid and extracted with ethyl acetate. The extract is washed, dried and evaporated. The residue is recrystallized from ethyl acetate-hexane to afford 4-methoxy-10,11-dihydro-5-oxo-5H-dibenzo[a,d]cyclohepten-2-yl acetic acid, mp 189°-199°. The reactants are ClC1=NC=C(C=C1)C (2-chloro-5-methylpyridine), CN(C)C=O (DMF), [Li]CCCC (n-BuLi), BrC1=NC(=CC=C1C)Cl (2-bromo-6-chloro-3-methyl-pyridine). Run in C1CCOC1 (THF), C1CCOC1 (THF), C1CCOC1 (THF). Run at time 30 minute. Yields the product BrC1=NC(=CC=C1C)Cl (2-Bromo-6-chloro-3-methyl-pyridine), ClC1=CC=C(C(=N1)C=O)C (6-chloro-3-methyl-pyridine-2-carbaldehyde). Isolated yield 45.0%. RXN SMILES: [Cl:1][C:2]1[CH:7]=[CH:6][C:5]([CH3:8])=[CH:4][N:3]=1.[Li]CCCC.[Br:14][C:15]1[C:20]([CH3:21])=[CH:19][CH:18]=[C:17]([Cl:22])[N:16]=1.CN([CH:26]=[O:27])C>C1COCC1>[Br:14][C:15]1[C:20]([CH3:21])=[CH:19][CH:18]=[C:17]([Cl:22])[N:16]=1.[Cl:1][C:2]1[N:3]=[C:4]([CH:26]=[O:27])[C:5]([CH3:8])=[CH:6][CH:7]=1. Procedure details: 2-Bromo-6-chloro-3-methyl-pyridine was prepared from 2-chloro-5-methylpyridine by by the method of Gros P. and Fort Y. (J. Org. Chem., 2005, 8220). A solution of n-BuLi (1.6M in hexanes) (2.0 ml, 3.30 mmol) in dry THF (6 ml) at −78° C. under argon was treated dropwise with a solution of 2-bromo-6-chloro-3-methyl-pyridine (642 mg, 3.10 mmol) in dry THF (4 ml) and stirred at this temperature for 30 minutes. A solution of DMF (385 μl, 4.70 mmol) in dry THF (1 ml) was added dropwise and stirred at −... The reactants are [N+](=O)(O)[O-].[N+](=O)([O-])OCCN (N-(2-nitrooxyethyl)-amine nitrate), O=C1SC(C(N1)C(=O)O)C=1SC=CC1 (2-oxo-5-(2-thienyl)thiazolidine-4-carboxylic acid). Yields the product [N+](=O)([O-])OCCNC(=O)C1NC(SC1C=1SC=CC1)=O (N-(2-Nitrooxyethyl)-2-oxo-5-(2-thienyl)thiazolidine-4-carboxamide). Reaction SMILES: [N+]([O-])(O)=O.[N+:5]([O:8][CH2:9][CH2:10][NH2:11])([O-:7])=[O:6].[O:12]=[C:13]1[NH:17][CH:16]([C:18](O)=[O:19])[CH:15]([C:21]2[S:22][CH:23]=[CH:24][CH:25]=2)[S:14]1>>[N+:5]([O:8][CH2:9][CH2:10][NH:11][C:18]([CH:16]1[CH:15]([C:21]2[S:22][CH:23]=[CH:24][CH:25]=2)[S:14][C:13](=[O:12])[NH:17]1)=[O:19])([O-:7])=[O:6] |f:0.1|. Reported procedure: A procedure similar to that described in Example 1 was repeated, but using 350 mg of N-(2-nitrooxyethyl)-amine nitrate and 400 mg of 2-oxo-5-(2-thienyl)thiazolidine-4-carboxylic acid, to obtain 260 mg of the title compound as colorless crystals, melting at 120°-122° C. (after recrystallization from ethanol). Reactants: Cl.COC1=C(C=CC=C1)N1CCN(CC1)CC(=O)O (2-(4-(2-methoxyphenyl)piperazin-1-yl)acetic acid hydrochloride), N[C@H](C(=O)NC1=CC=C(C=C1)OC1=CC=C(C=C1)F)COCC1=CC=CC=C1 ((S)-2-amino-3-(benzyloxy)-N-(4-(4-fluorophenoxy)phenyl)propanamide). Yields the product Compound 217, C(C1=CC=CC=C1)OC[C@@H](C(=O)NC1=CC=C(C=C1)OC1=CC=C(C=C1)F)NC(CN1CCN(CC1)C1=C(C=CC=C1)OC)=O ((S)-3-(benzyloxy)-N-(4-(4-fluorophenoxy)phenyl)-2-(2-(4-(2-methoxyphenyl)piperazin-1-yl)acetamido)propanamide). The yield is 38.8%. Reaction SMILES: Cl.[CH3:2][O:3][C:4]1[CH:9]=[CH:8][CH:7]=[CH:6][C:5]=1[N:10]1[CH2:15][CH2:14][N:13]([CH2:16][C:17]([OH:19])=O)[CH2:12][CH2:11]1.[NH2:20][C@@H:21]([CH2:39][O:40][CH2:41][C:42]1[CH:47]=[CH:46][CH:45]=[CH:44][CH:43]=1)[C:22]([NH:24][C:25]1[CH:30]=[CH:29][C:28]([O:31][C:32]2[CH:37]=[CH:36][C:35]([F:38])=[CH:34][CH:33]=2)=[CH:27][CH:26]=1)=[O:23]>>[CH2:41]([O:40][CH2:39][C@H:21]([NH:20][C:17](=[O:19])[CH2:16][N:13]1[CH2:12][CH2:11][N:10]([C:5]2[CH:6]=[CH:7][CH:8]=[CH:9][C:4]=2[O:3][CH3:2])[CH2:15][CH2:14]1)[C:22]([NH:24][C:25]1[CH:30]=[CH:29][C:28]([O:31][C:32]2[CH:37]=[CH:36][C:35]([F:38])=[CH:34][CH:33]=2)=[CH:27][CH:26]=1)=[O:23])[C:42]1[CH:47]=[CH:46][CH:45]=[CH:44][CH:43]=1 |f:0.1|. Procedure details: Proceeding as in Example 1, but substituting 2-(4-(2-methoxyphenyl)piperazin-1-yl)acetic acid hydrochloride and (S)-2-amino-3-(benzyloxy)-N-(4-(4-fluorophenoxy)phenyl)propanamide, gave Compound 217, (S)-3-(benzyloxy)-N-(4-(4-fluorophenoxy)phenyl)-2-(2-(4-(2-methoxyphenyl)piperazin-1-yl)acetamido)propanamide (19 mg, 38.8%); Major isomer: 1H-NMR (400 MHz, DMSO-D6): σ 10.23 (1H), 5.02 (d, 1H), 7.61 (d, 2H), 7.25-4.30 (m, 4H), 7.20-7.23 (m, 3H), 4.00-7.04 (m, 3H), 6.85-6.98 (m, 5H), 4.71 (m, 1H), 4.... The reactants are C(C)OC(=O)N1C(CC(C2=CC(=C(C=C12)OC)OC)=NO)C (4-hydroxyimino-6,7-dimethoxy-2-methyl-3,4-dihydro-2H-quinoline-1-carboxylic acid ethyl ester), [OH-].[K+] (KOH). Reagents/catalysts: [Al].[Ni] (aluminum-nickel alloy). The solvent is C(C)O (ethanol). Conditions: time 35 minute. Yields the product C(C)OC(=O)N1[C@H](C[C@H](C2=CC(=C(C=C12)OC)OC)N)C (cis-4-Amino-6,7-dimethoxy-2-methyl-3,4-dihydro-2H-quinoline-1-carboxylic Acid Ethyl Ester). The yield is 64.9%. RXN SMILES: [CH2:1]([O:3][C:4]([N:6]1[C:15]2[C:10](=[CH:11][C:12]([O:18][CH3:19])=[C:13]([O:16][CH3:17])[CH:14]=2)[C:9](=[N:20]O)[CH2:8][CH:7]1[CH3:22])=[O:5])[CH3:2].[OH-].[K+]>C(O)C.[Al].[Ni]>[CH2:1]([O:3][C:4]([N:6]1[C:15]2[C:10](=[CH:11][C:12]([O:18][CH3:19])=[C:13]([O:16][CH3:17])[CH:14]=2)[C@H:9]([NH2:20])[CH2:8][C@@H:7]1[CH3:22])=[O:5])[CH3:2] |f:1.2,4.5|. Procedure: To a stirred solution of 4-hydroxyimino-6,7-dimethoxy-2-methyl-3,4-dihydro-2H-quinoline-1-carboxylic acid ethyl ester (11.0 g, 34.1 mmol) in ethanol (100 mL) and aqueous 2N KOH (102 mL, 205 mmol) was added aluminum-nickel alloy (11.7 g, 136 mmol) in portions over 15 min. The reaction was stirred for 35 min, then filtered through a pad of Celite®, rinsing with ethanol. The volatiles were removed in vacuo, and the resulting aqueous phase was extracted with ethyl acetate (3×150 mL). The combined or... The reactants are [BH3-]C#N, CC(=O)O, CC1(C)OCC(CN)O1, CO, O=Cc1cncc(Cl)c1COC1CCCCO1, [Na+]. Yields the product CC1(C)OCC(CNCc2cncc(Cl)c2COC2CCCCO2)O1. RXN SMILES: [C:5]([BH3-:6])#[N:7].[CH3:1][C:2](=[O:3])[OH:4].[CH3:26][C:27]1([CH3:34])[O:28][CH2:29][CH:30]([CH2:32][NH2:33])[O:31]1.[CH3:35][OH:36].[Cl:9][c:10]1[c:11]([CH2:18][O:19][CH:20]2[O:21][CH2:22][CH2:23][CH2:24][CH2:25]2)[c:12]([CH:16]=[O:17])[cH:13][n:14][cH:15]1.[Na+:8]>>[Cl:9][c:10]1[c:11]([CH2:18][O:19][CH:20]2[O:21][CH2:22][CH2:23][CH2:24][CH2:25]2)[c:12]([CH2:16][NH:33][CH2:32][CH:30]2[CH2:29][O:28][C:27]([CH3:26])([CH3:34])[O:31]2)[cH:13][n:14][cH:15]1. Reactants: NC1=C(C(=CC(=C1)F)F)N (1,2-diamino-3,5-difluorobenzene), C(=S)(N1C=NC=C1)N1C=NC=C1 (1,1′-thiocarbonyldiimidazole). Solvent: O1CCCC1 (tetrahydrofuran). Reaction conditions: time 16 hour. The product is SC=1NC2=C(N1)C=C(C=C2F)F (2-mercapto-4,6-difluorobenzimidazole). The yield is 59.1%. RXN SMILES: [NH2:1][C:2]1[CH:7]=[C:6]([F:8])[CH:5]=[C:4]([F:9])[C:3]=1[NH2:10].[C:11](N1C=CN=C1)(N1C=CN=C1)=[S:12]>O1CCCC1>[SH:12][C:11]1[NH:10][C:3]2[C:4]([F:9])=[CH:5][C:6]([F:8])=[CH:7][C:2]=2[N:1]=1. Reported procedure: A mixture of 1,2-diamino-3,5-difluorobenzene (1 g, 6.94 mmol) and 1,1′-thiocarbonyldiimidazole (2.05 g, 11.52 mmol) in 10 ml of tetrahydrofuran is stirred at room temperature for 16 hours. The reaction mixture is then concentrated under reduced pressure and the residue is dissolved in 100 ml of ethyl acetate and washed with water (2×30 ml). The organic phase is then dried over MgSO4, filtered and concentrated under reduced pressure to yield 763 mg of 2-mercapto-4,6-difluorobenzimidazole. Yield=6...